This data is from the Open Reaction Database (ORD), a public repository of structured organic reaction records. The task is: describe an organic reaction: reactants, conditions, products, and yield Starting materials: ICCC/C(=C/CC1=C(C(=C(C(=C1C)OC)C)C)OC)/C (1-((E)-6-iodo-3-methylhex-2-enyl)-2,5-dimethoxy-3,4,6-trimethylbenzene), CC(C)(C)OC (MTBE), [C-]#N.[Na+] (NaCN), O (H2O). Solvent: CN(C)C=O (DMF). Reaction conditions: temperature 45 celsius, time 25 hour. Product: COC1=C(C(=C(C(=C1C)C)OC)C)C/C=C(/CCCC#N)\C ((E)-7-(2,5-dimethoxy-3,4,6-trimethylphenyl)-5-methylhept-5-enenitrile). As a reaction SMILES: I[CH2:2][CH2:3][CH2:4]/[C:5](/[CH3:21])=[CH:6]/[CH2:7][C:8]1[C:13]([CH3:14])=[C:12]([O:15][CH3:16])[C:11]([CH3:17])=[C:10]([CH3:18])[C:9]=1[O:19][CH3:20].[C-:22]#[N:23].[Na+].O.CC(OC)(C)C>CN(C=O)C>[CH3:20][O:19][C:9]1[C:10]([CH3:18])=[C:11]([CH3:17])[C:12]([O:15][CH3:16])=[C:13]([CH3:14])[C:8]=1[CH2:7]/[CH:6]=[C:5](\[CH3:21])/[CH2:4][CH2:3][CH2:2][C:22]#[N:23] |f:1.2|. Procedure: 1-((E)-6-iodo-3-methylhex-2-enyl)-2,5-dimethoxy-3,4,6-trimethylbenzene (412 mg, 1.024 mmol) was combined with NaCN (247.7 mg) and dissolved in DMF (2 mL). The reaction was stirred for 25 h at 45° C. then cooled to room temperature. To the mixture was added H2O (10 mL) followed by MTBE (6 mL) and the layers separated. The aqueous phase was extracted into MTBE (4×6 mL) and the combined organics washed with H2O (2×5 mL) followed by saturated NaCl solution (2×5 mL) and dried over Na2SO4. The organic... The reactants are CC(=O)OCc1c(-c2cc(Nc3ccc(C(=O)N4CCOCC4)cn3)c(=O)n(C)c2)cccc1N1CCc2cc(C(C)(C)C)ccc2C1=O, C1CCOC1, CO, [Li+], [OH-], O, O. The product is Cn1cc(-c2cccc(N3CCc4cc(C(C)(C)C)ccc4C3=O)c2CO)cc(Nc2ccc(C(=O)N3CCOCC3)cn2)c1=O. RXN SMILES: [C:1]([CH3:2])([CH3:3])([CH3:4])[c:5]1[cH:6][c:7]2[c:12]([cH:13][cH:14]1)[C:11](=[O:15])[N:10]([c:16]1[c:17]([CH2:18][O:19][C:20](=[O:21])[CH3:22])[c:23](-[c:27]3[cH:28][n:29]([CH3:49])[c:30](=[O:48])[c:31]([NH:33][c:34]4[n:35][cH:36][c:37]([C:40](=[O:41])[N:42]5[CH2:43][CH2:44][O:45][CH2:46][CH2:47]5)[cH:38][cH:39]4)[cH:32]3)[cH:24][cH:25][cH:26]1)[CH2:9][CH2:8]2.[CH2:56]1[O:57][CH2:58][CH2:59][CH2:60]1.[CH3:50][OH:51].[Li+:55].[OH-:54].[OH2:52].[OH2:53]>>[C:1]([CH3:2])([CH3:3])([CH3:4])[c:5]1[cH:6][c:7]2[c:12]([cH:13][cH:14]1)[C:11](=[O:15])[N:10]([c:16]1[c:17]([CH2:18][OH:19])[c:23](-[c:27]3[cH:28][n:29]([CH3:49])[c:30](=[O:48])[c:31]([NH:33][c:34]4[n:35][cH:36][c:37]([C:40](=[O:41])[N:42]5[CH2:43][CH2:44][O:45][CH2:46][CH2:47]5)[cH:38][cH:39]4)[cH:32]3)[cH:24][cH:25][cH:26]1)[CH2:9][CH2:8]2. Reactants: COCCOCn1cccc(C2c3cc(C#N)ccc3OC(C)(C)C2O)c1=O, ClCCl. Product: CC1(C)Oc2ccc(C#N)cc2C(c2ccc[nH]c2=O)C1O. Reaction SMILES: [CH3:1][C:2]1([CH3:28])[O:3][c:4]2[cH:5][cH:6][c:7]([C:26]#[N:27])[cH:8][c:9]2[CH:10]([c:13]2[c:14](=[O:25])[n:15]([CH2:19][O:20][CH2:21][CH2:22][O:23][CH3:24])[cH:16][cH:17][cH:18]2)[CH:11]1[OH:12].[Cl:29][CH2:30][Cl:31]>>[CH3:1][C:2]1([CH3:28])[O:3][c:4]2[cH:5][cH:6][c:7]([C:26]#[N:27])[cH:8][c:9]2[CH:10]([c:13]2[c:14](=[O:25])[nH:15][cH:16][cH:17][cH:18]2)[CH:11]1[OH:12].